From a dataset of the Open Reaction Database (ORD), a public repository of structured organic reaction records. describe an organic reaction: reactants, conditions, products, and yield The product is O=C(CN1CCC(c2ccccc2)(c2ccccc2)C1=O)NC(c1ccccc1)c1ccccc1. Reactants: CCN=C=NCCCN(C)C, CN(C)c1ccncc1, ClCCl, Cl, O=C(O)CN1CCC(c2ccccc2)(c2ccccc2)C1=O, NC(c1ccccc1)c1ccccc1. Reaction SMILES: [CH2:38]([N:39]=[C:40]=[N:41][CH2:42][CH2:43][CH2:44][N:45]([CH3:46])[CH3:47])[CH3:48].[CH3:52][N:53]([CH3:54])[c:55]1[cH:56][cH:57][n:58][cH:59][cH:60]1.[Cl:49][CH2:50][Cl:51].[ClH:37].[O:15]=[C:16]1[N:17]([CH2:33][C:34](=[O:35])[OH:36])[CH2:18][CH2:19][C:20]1([c:21]1[cH:22][cH:23][cH:24][cH:25][cH:26]1)[c:27]1[cH:28][cH:29][cH:30][cH:31][cH:32]1.[c:1]1([CH:7]([NH2:8])[c:9]2[cH:10][cH:11][cH:12][cH:13][cH:14]2)[cH:2][cH:3][cH:4][cH:5][cH:6]1>>[c:1]1([CH:7]([NH:8][C:34]([CH2:33][N:17]2[C:16](=[O:15])[C:20]([c:21]3[cH:22][cH:23][cH:24][cH:25][cH:26]3)([c:27]3[cH:28][cH:29][cH:30][cH:31][cH:32]3)[CH2:19][CH2:18]2)=[O:35])[c:9]2[cH:10][cH:11][cH:12][cH:13][cH:14]2)[cH:2][cH:3][cH:4][cH:5][cH:6]1. Starting materials: BrC1=CC=C(C=O)C=C1 (4-bromobenzaldehyde), C(C)(=O)C1=CC=CC=C1 (acetophenone). Yields the product BrC1=CC=C(C=C1)C=CC(=O)C1=CC=CC=C1 (3-(4-bromophenyl)-1-phenylprop-2-en-1-one). Reaction SMILES: [Br:1][C:2]1[CH:9]=[CH:8][C:5]([CH:6]=O)=[CH:4][CH:3]=1.[C:10]([C:13]1[CH:18]=[CH:17][CH:16]=[CH:15][CH:14]=1)(=[O:12])[CH3:11]>>[Br:1][C:2]1[CH:9]=[CH:8][C:5]([CH:6]=[CH:11][C:10]([C:13]2[CH:18]=[CH:17][CH:16]=[CH:15][CH:14]=2)=[O:12])=[CH:4][CH:3]=1. Procedure details: By a procedure similar to that of example 1.59.1, starting from 4-bromobenzaldehyde and acetophenone, 3-(4-bromophenyl)-1-phenylprop-2-en-1-one was obtained as yellow solid. Reactants: COC1=CC=C(C=C1)S(=O)(=O)CC=1N=C(OC1C)C1=CC=C(C(=O)OC)C=C1 (Methyl 4-(4-{[(4-Methoxyphenyl)sulfonyl]methyl}-5-methyl-1,3-oxazol-2-yl)benzoate), [OH-].[Na+] (NaOH). Run in O1CCOCC1 (dioxane). The product is COC1=CC=C(C=C1)S(=O)(=O)CC=1N=C(OC1C)C1=CC=C(C(=O)O)C=C1 (4-(4-{[(4-Methoxyphenyl)sulfonyl]methyl}-5-methyl-1,3-oxazol-2-yl)benzoic Acid). The yield is 89.4%. Reaction SMILES: [CH3:1][O:2][C:3]1[CH:8]=[CH:7][C:6]([S:9]([CH2:12][C:13]2[N:14]=[C:15]([C:19]3[CH:28]=[CH:27][C:22]([C:23]([O:25]C)=[O:24])=[CH:21][CH:20]=3)[O:16][C:17]=2[CH3:18])(=[O:11])=[O:10])=[CH:5][CH:4]=1.[OH-].[Na+]>O1CCOCC1>[CH3:1][O:2][C:3]1[CH:4]=[CH:5][C:6]([S:9]([CH2:12][C:13]2[N:14]=[C:15]([C:19]3[CH:20]=[CH:21][C:22]([C:23]([OH:25])=[O:24])=[CH:27][CH:28]=3)[O:16][C:17]=2[CH3:18])(=[O:11])=[O:10])=[CH:7][CH:8]=1 |f:1.2|. Procedure: Reaction of benzoate 34 (285 mg, 0.71 mmol) and 2 M NaOH (10 mL) in dioxane (10 mL) gave acid 35 (246 mg, 89%) as a white solid: mp (H2O) 245-248° C.; 1H NMR [(CD3)2SO] δ 13.16 (br s, 1H, CO2H), 8.05 (dd, J=8.6, 1.8 Hz, 2H, H-2, H-6), 7.93 (dd, J=8.6, 1.8 Hz, 2H, H-3, H-5), 7.70 (ddd, J=9.0, 2.9, 2.0 Hz, 2H, H-2′, H-6′), 7.13 (ddd, J=9.0, 2.9, 2.0 Hz, 2H, H-3′, H-5′), 4.61 (s, 2H, CH2SO2), 3.84 (s, 3H, OCH3), 2.14 (s, 3H, CH3); MS m/z 388.5 (MH+, 100%). Anal. calcd for C19H17NO6S: C, 58.91; H, 4... Starting materials: CC1=C(SC=C1)C(=O)O (3-methylthiophene-2-carboxylic acid), C1(=CC=CC=C1)P(=O)(C1=CC=CC=C1)N=[N+]=[N-] (diphenyl phosphoryl azide), C(C)(C)(C)O (tert-butanol), TEA, O1CCOCC1 (dioxane). The solvent is O (H2O). Yields the product C(C)(C)(C)OC(NC=1SC=CC1C)=O ((3-methylthiophen-2-yl)-carbamic acid tert-butyl ester). As a reaction SMILES: [CH3:1][C:2]1[CH:6]=[CH:5][S:4][C:3]=1C(O)=O.C1(P([N:24]=[N+]=[N-])(C2C=CC=CC=2)=O)C=CC=CC=1.[C:27]([OH:31])([CH3:30])([CH3:29])[CH3:28].[O:32]1[CH2:37]COCC1>O>[C:27]([O:31][C:37](=[O:32])[NH:24][C:3]1[S:4][CH:5]=[CH:6][C:2]=1[CH3:1])([CH3:30])([CH3:29])[CH3:28]. Procedure details: To a solution of 3-methylthiophene-2-carboxylic acid (7 mmol) in anhydrous dioxane (20 mL) was added diphenyl phosphoryl azide (7 mmol), tert-butanol (6 mL) and TEA (1 mL). The resulting mixture was stirred at reflux for 16 h. The reaction mixture was cooled to room temperature, diluted with H2O (40 mL), and was extracted with EtOAc (3×20 mL). The combined extracts were dried (MgSO4) and the solvent was removed in vacuo. The residue obtained was purified by flash column chromatography using hexa... RXN SMILES: [F:39][C:40]([F:41])([F:42])[C:43]([OH:44])=[O:45].[NH2:1][CH2:2][c:3]1[cH:4][n:5][cH:6][cH:7][c:8]1-[c:9]1[n:10][c:11]2[c:16]([cH:17][n:18]1)[N:15]([CH3:19])[C:14](=[O:20])[CH:13]([CH2:21][CH3:22])[N:12]2[CH:23]1[CH2:24][CH2:25][CH2:26][CH2:27]1.[S:28](=[O:29])(=[O:30])([Cl:31])[Cl:32].[cH:33]1[cH:34][cH:35][cH:36][cH:37][cH:38]1>>[NH:1]([CH2:2][c:3]1[cH:4][n:5][cH:6][cH:7][c:8]1-[c:9]1[n:10][c:11]2[c:16]([cH:17][n:18]1)[N:15]([CH3:19])[C:14](=[O:20])[CH:13]([CH2:21][CH3:22])[N:12]2[CH:23]1[CH2:24][CH2:25][CH2:26][CH2:27]1)[S:28](=[O:29])(=[O:30])[c:33]1[cH:34][cH:35][cH:36][cH:37][cH:38]1. Yields the product CCC1C(=O)N(C)c2cnc(-c3ccncc3CNS(=O)(=O)c3ccccc3)nc2N1C1CCCC1. Starting materials: O=C(O)C(F)(F)F, CCC1C(=O)N(C)c2cnc(-c3ccncc3CN)nc2N1C1CCCC1, O=S(=O)(Cl)Cl, c1ccccc1.